This data is from the Open Reaction Database (ORD), a public repository of structured organic reaction records. The task is: describe an organic reaction: reactants, conditions, products, and yield Reaction SMILES: [CH2:1]([CH3:2])[O:3][C:4](=[O:5])[c:6]1[n:7][o:8][c:9](-[c:11]2[n:12][c:13]([NH:16][C:17](=[O:18])[N:19]([CH2:20][CH2:21][N:22]3[CH2:23][CH2:24][O:25][CH2:26][CH2:27]3)[CH2:28][CH2:29][CH:30]([c:31]3[cH:32][cH:33][cH:34][cH:35][cH:36]3)[c:37]3[cH:38][cH:39][cH:40][cH:41][cH:42]3)[s:14][cH:15]2)[cH:10]1.[CH3:46][CH2:47][OH:48].[ClH:45].[Na+:44].[OH-:43]>>[O:3]=[C:4]([OH:5])[c:6]1[n:7][o:8][c:9](-[c:11]2[n:12][c:13]([NH:16][C:17](=[O:18])[N:19]([CH2:20][CH2:21][N:22]3[CH2:23][CH2:24][O:25][CH2:26][CH2:27]3)[CH2:28][CH2:29][CH:30]([c:31]3[cH:32][cH:33][cH:34][cH:35][cH:36]3)[c:37]3[cH:38][cH:39][cH:40][cH:41][cH:42]3)[s:14][cH:15]2)[cH:10]1. Product: O=C(O)c1cc(-c2csc(NC(=O)N(CCC(c3ccccc3)c3ccccc3)CCN3CCOCC3)n2)on1. Starting materials: CCOC(=O)c1cc(-c2csc(NC(=O)N(CCC(c3ccccc3)c3ccccc3)CCN3CCOCC3)n2)on1, CCO, Cl, [Na+], [OH-]. Starting materials: COC(=O)C1(CC1)CNC1CCCC1 (1-cyclopentylaminomethyl-cyclopropanecarboxylic acid methyl ester), ClC1=NC=C(C(=N1)Cl)[N+](=O)[O-] (2,4-dichloro-5-nitropyrimidine), C(=O)([O-])[O-].[K+].[K+] (K2CO3). Run in CC(=O)C (acetone). Yields the product C(C)OC(=O)C1(CC1)CN(C1CCCC1)C1=NC(=NC=C1[N+](=O)[O-])Cl (1-{[(2-Chloro-5-nitro-pyrimidin-4-yl)-cyclopentyl-amino]-methyl}cyclopropanecarboxylic acid ethyl ester). Reaction SMILES: [CH3:1][O:2][C:3]([C:5]1([CH2:8][NH:9][CH:10]2[CH2:14][CH2:13][CH2:12][CH2:11]2)[CH2:7][CH2:6]1)=[O:4].[Cl:15][C:16]1[N:21]=[C:20](Cl)[C:19]([N+:23]([O-:25])=[O:24])=[CH:18][N:17]=1.[C:26]([O-])([O-])=O.[K+].[K+]>CC(C)=O>[CH2:1]([O:2][C:3]([C:5]1([CH2:8][N:9]([C:18]2[C:19]([N+:23]([O-:25])=[O:24])=[CH:20][N:21]=[C:16]([Cl:15])[N:17]=2)[CH:10]2[CH2:14][CH2:13][CH2:12][CH2:11]2)[CH2:7][CH2:6]1)=[O:4])[CH3:26] |f:2.3.4|. Procedure: Reaction of 1-cyclopentylaminomethyl-cyclopropanecarboxylic acid methyl ester with 2,4-dichloro-5-nitropyrimidine and K2CO3 in acetone gave 1-{[(2-Chloro-5-nitro-pyrimidin-4-yl)-cyclopentyl-amino]-methyl}cyclopropanecarboxylic acid ethyl ester. Treatment with NH4Cl and iron powder in ethanol gave 1-{[(5-Amino-2-chloro-pyrimidin-4-yl)-cyclopentyl-amino]-methyl}-cyclopropanecarboxylic acid ethyl ester RXN SMILES: [Cl:1][CH:2]([C:10](=O)[CH3:11])[C:3](=[O:9])[C:4]([O:6]CC)=[O:5].Cl.[NH2:14]O.O.[OH-].[Na+]>CO>[CH3:11][C:10]1[C:2]([Cl:1])=[C:3]([C:4]([OH:6])=[O:5])[O:9][N:14]=1 |f:1.2,4.5|. Procedure: A solution of ethyl 3-chloro-2,4-dioxovalerate (3.0 g, 15.6 mmol) and hydroxylamine hydrochloride (1.08 g, 15.6 mmol) in a mixuture of 1.5 mL of H2O and 1 mL of CH3OH was heated to reflux. After four hours TLC analysis indicated that all of the starting material had been consumed. Sodium hydroxide (0.31 g, 7.8 mmol) was added to the hot solution. After four hours the mixture was allowed to cool to room temperature and concentrated in vacuo. The residue was taken up in a 1:1 mixture to ethyl acet... Isolated yield 23.8%. Product: CC1=NOC(=C1Cl)C(=O)O (3-Methyl-4-chloro-5-isoxazolecarboxylic acid). Conditions: time 4 hour. The solvent is CO (CH3OH). The reactants are [OH-].[Na+] (Sodium hydroxide), ClC(C(C(=O)OCC)=O)C(C)=O (ethyl 3-chloro-2,4-dioxovalerate), Cl.NO (hydroxylamine hydrochloride), O (H2O). The reactants are NC1=CC(=C(C=C1)CN1OCC(C1=O)(C)C)Cl (2-[(4-amino-2-chlorophenyl)methyl]-4,4-dimethyl-3-isoxazolidinone), C1(CC=2C(C(=O)O1)=CC=CC2)=O (homophthalic anhydride). Run in O1CCCC1 (tetrahydrofuran). Product: ClC1=C(C=CC(=C1)NC(=O)CC1=C(C=CC=C1)C(=O)O)CN1OCC(C1=O)(C)C (2-[[2-chloro-4-[(2-carboxyphenylmethyl)carbonylamino]phenyl]methyl]-4,4-dimethyl-3-isoxazolidinone). Yield: 58.5%. RXN SMILES: [NH2:1][C:2]1[CH:7]=[CH:6][C:5]([CH2:8][N:9]2[C:13](=[O:14])[C:12]([CH3:16])([CH3:15])[CH2:11][O:10]2)=[C:4]([Cl:17])[CH:3]=1.[C:18]1(=[O:29])[O:24][C:22](=[O:23])[C:21]2=[CH:25][CH:26]=[CH:27][CH:28]=[C:20]2[CH2:19]1>O1CCCC1>[Cl:17][C:4]1[CH:3]=[C:2]([NH:1][C:18]([CH2:19][C:20]2[CH:28]=[CH:27][CH:26]=[CH:25][C:21]=2[C:22]([OH:24])=[O:23])=[O:29])[CH:7]=[CH:6][C:5]=1[CH2:8][N:9]1[C:13](=[O:14])[C:12]([CH3:15])([CH3:16])[CH2:11][O:10]1. Procedure details: This compound was prepared in a manner analogous to that of Example 1, Step C, using 4.0 grams (0.016 mole) of 2-[(4-amino-2-chlorophenyl)methyl]-4,4-dimethyl-3-isoxazolidinone and 2.6 grams (0.016 mole) of homophthalic anhydride in 150 mL of tetrahydrofuran. The reaction mixture was concentrated under reduced pressure to a residual oil. The oil was dissolved in acetone, and petroleum ether was added. The resultant solid was collected by filtration and was recrystallized from acetone/water to yi... As a reaction SMILES: [N+:1]([C:4]1[CH:35]=[CH:34][C:7]([CH2:8][O:9][C:10]([C@@H:12]2[N:16]3[C:17](=[O:30])[C@@H:18]([NH:19][C:20](=[O:29])[CH2:21][O:22][C:23]4[CH:28]=[CH:27][CH:26]=[CH:25][CH:24]=4)[C@H:15]3[S@@:14](=O)[C:13]2([CH3:33])[CH3:32])=[O:11])=[CH:6][CH:5]=1)([O-:3])=[O:2].ClC(Cl)(Cl)C([N:40]=[C:41]=[O:42])=O.[O:45]1CCOCC1>>[N+:1]([C:4]1[CH:35]=[CH:34][C:7]([CH2:8][O:9][C:10]([C@@H:12]2[N:16]3[C:17](=[O:30])[C@@H:18]([NH:19][C:20](=[O:29])[CH2:21][O:22][C:23]4[CH:28]=[CH:27][CH:26]=[CH:25][CH:24]=4)[C@H:15]3[S:14][C@:13]2([CH2:33][O:45][C:41](=[O:42])[NH2:40])[CH3:32])=[O:11])=[CH:6][CH:5]=1)([O-:3])=[O:2]. Reactants: [N+](=O)([O-])C1=CC=C(COC(=O)[C@H]2C([S@@]([C@H]3N2C([C@H]3NC(COC3=CC=CC=C3)=O)=O)=O)(C)C)C=C1 ((1S,3S,5R,6R) 2,2-dimethyl-6-phenoxyacetamidopenam-3-carboxylic acid-1-oxide p-nitrobenzyl ester), ClC(C(=O)N=C=O)(Cl)Cl (trichloroacetyl isocyanate), O1CCOCC1 (dioxane). Conditions: time 2.5 hour. Product: [N+](=O)([O-])C1=CC=C(COC(=O)[C@H]2[C@](S[C@H]3N2C([C@H]3NC(COC3=CC=CC=C3)=O)=O)(C)COC(N)=O)C=C1 ((2R,3S,5R,6R) 2-Carbamoyloxymethyl-2-methyl-6-(2-phenoxyacetamido)penam-3-carboxylic Acid p-Nitrobenzyl Ester). Procedure: A solution of (1S,3S,5R,6R) 2,2-dimethyl-6-phenoxyacetamidopenam-3-carboxylic acid-1-oxide p-nitrobenzyl ester (7.52 g, 15.0 mmol) and trichloroacetyl isocyanate (5.0 ml, 7.9 g, 42 mmol) in dioxane (75 ml) was refluxed under nitrogen for 3.5 hours and concentrated in vacuo. The concentrate was stirred with methanol (100 ml) and the solution was decanted from a black tar with methanol rinses (2×10 ml). The solution was diluted with water (5 ml), adjusted to pH 7.4 with 5% sodium bicarbonate, and ... The reactants are Intermediate 243, FC(C(=O)O)(F)F.C[C@@H](CCC)OC=1NC(=C2N=C(N=C2N1)OC)N (2-{[(1S)-1-methylbutyl]oxy}-8-(methyloxy)-1H-purin-6-amine trifluoroacetate), BrCCC1COCCC1 (3-(2-bromoethyl)tetrahydro-2H-pyran). Product: C[C@@H](CCC)OC1=NC(=C2N=C(N(C2=N1)CCC1COCCC1)OC)N (2-{[(1S)-1-Methylbutyl]oxy}-8-(methyloxy)-9-[2-(tetrahydro-2H-Pyran-3-yl)ethyl]-9H-purin-6-amine). Reaction SMILES: FC(F)(F)C(O)=O.[CH3:8][C@H:9]([O:13][C:14]1[NH:15][C:16]([NH2:25])=[C:17]2[C:21]([N:22]=1)=[N:20][C:19]([O:23][CH3:24])=[N:18]2)[CH2:10][CH2:11][CH3:12].Br[CH2:27][CH2:28][CH:29]1[CH2:34][CH2:33][CH2:32][O:31][CH2:30]1>>[CH3:8][C@H:9]([O:13][C:14]1[N:22]=[C:21]2[C:17]([N:18]=[C:19]([O:23][CH3:24])[N:20]2[CH2:27][CH2:28][CH:29]2[CH2:34][CH2:33][CH2:32][O:31][CH2:30]2)=[C:16]([NH2:25])[N:15]=1)[CH2:10][CH2:11][CH3:12] |f:0.1|. Procedure details: Prepared similarly to Intermediate 243 from 2-{[(1S)-1-methylbutyl]oxy}-8-(methyloxy)-1H-purin-6-amine trifluoroacetate and 3-(2-bromoethyl)tetrahydro-2H-pyran. The reactants are CC(=O)O, [Cl-], Cl, N#Cc1c2c(c[nH]c1=O)Sc1cc([N+](=O)[O-])ccc1N2, O, O. The product is N#Cc1c2c(c[nH]c1=O)Sc1cc(N)ccc1N2. Reaction SMILES: [CH3:25][C:26](=[O:27])[OH:28].[Cl-:23].[ClH:24].[N+:1]([O-:2])(=[O:3])[c:4]1[cH:5][c:6]2[c:7]([cH:19][cH:20]1)[NH:8][c:9]1[c:10]([cH:12][nH:13][c:14](=[O:18])[c:15]1[C:16]#[N:17])[S:11]2.[OH2:21].[OH2:22]>>[NH2:1][c:4]1[cH:5][c:6]2[c:7]([cH:19][cH:20]1)[NH:8][c:9]1[c:10]([cH:12][nH:13][c:14](=[O:18])[c:15]1[C:16]#[N:17])[S:11]2. Starting materials: OCCCC1CCC2(CC1c1ccc(OCc3ccccc3)cc1OCc1ccccc1)OCCO2, Cl, C1CCOC1. Product: O=C1CCC(CCCO)C(c2ccc(OCc3ccccc3)cc2OCc2ccccc2)C1. As a reaction SMILES: [CH2:1]1[O:2][C:4]2([O:3][CH2:36]1)[CH2:5][CH:6]([c:14]1[c:15]([O:28][CH2:29][c:30]3[cH:31][cH:32][cH:33][cH:34][cH:35]3)[cH:16][c:17]([O:20][CH2:21][c:22]3[cH:23][cH:24][cH:25][cH:26][cH:27]3)[cH:18][cH:19]1)[CH:7]([CH2:10][CH2:11][CH2:12][OH:13])[CH2:8][CH2:9]2.[ClH:37].[O:38]1[CH2:39][CH2:40][CH2:41][CH2:42]1>>[O:3]=[C:4]1[CH2:5][CH:6]([c:14]2[c:15]([O:28][CH2:29][c:30]3[cH:31][cH:32][cH:33][cH:34][cH:35]3)[cH:16][c:17]([O:20][CH2:21][c:22]3[cH:23][cH:24][cH:25][cH:26][cH:27]3)[cH:18][cH:19]2)[CH:7]([CH2:10][CH2:11][CH2:12][OH:13])[CH2:8][CH2:9]1.